This data is from the Open Reaction Database (ORD), a public repository of structured organic reaction records. The task is: describe an organic reaction: reactants, conditions, products, and yield The reactants are C(C1=CC=CC=C1)OC(=O)N1CC(CC1)C(N)=O (3-carbamoyl-pyrrolidine-1-carboxylic acid benzyl ester), B.C1CCOC1 (borane THF). Run at time 24 hour. Product: C(C1=CC=CC=C1)OC(=O)N1CC(CC1)CN (3-Aminomethyl-pyrrolidine-1-carboxylic acid benzyl ester). As a reaction SMILES: [CH2:1]([O:8][C:9]([N:11]1[CH2:15][CH2:14][CH:13]([C:16](=O)[NH2:17])[CH2:12]1)=[O:10])[C:2]1[CH:7]=[CH:6][CH:5]=[CH:4][CH:3]=1.B.C1COCC1>>[CH2:1]([O:8][C:9]([N:11]1[CH2:15][CH2:14][CH:13]([CH2:16][NH2:17])[CH2:12]1)=[O:10])[C:2]1[CH:7]=[CH:6][CH:5]=[CH:4][CH:3]=1 |f:1.2|. Reported procedure: A mixture of 1 g of 3-carbamoyl-pyrrolidine-1-carboxylic acid benzyl ester and 24 mL of 1M borane-THF was stirred at room temperature for 24 h, then quenched with 50 mL of 3N HCl. The mixture was concentrated under reduced pressure, followed by being partitioned between 50 mL chloroform and 25 mL saturated aqueous sodium carbonate. Concentration of the combined extracts after drying over magnesium sulfate gave the product as a resin: Reactants: C(=O)(OC)C=1C=C(C=CC1)OC=1C=C(C=CC1)[N+](=O)[O-] (3-[(3-carbomethoxyphenyl)oxy]nitrobenzene). Reagents/catalysts: [Pd] (Pd/C). Solvent: CO (methanol). Run at time 8 hour. Yields the product C(=O)(OC)C=1C=C(C=CC1)OC=1C=C(C=CC1)N (3-[(3-carbomethoxyphenyl)oxy]-aminobenzene). RXN SMILES: [C:1]([C:5]1[CH:6]=[C:7]([O:11][C:12]2[CH:13]=[C:14]([N+:18]([O-])=O)[CH:15]=[CH:16][CH:17]=2)[CH:8]=[CH:9][CH:10]=1)([O:3][CH3:4])=[O:2]>CO.[Pd]>[C:1]([C:5]1[CH:6]=[C:7]([O:11][C:12]2[CH:13]=[C:14]([NH2:18])[CH:15]=[CH:16][CH:17]=2)[CH:8]=[CH:9][CH:10]=1)([O:3][CH3:4])=[O:2]. Procedure details: To a solution of 1 (440 mg) in 30 mL of methanol under a nitrogen atmosphere was added 10% Pd/C (30 mg). The solution was purged with H2 gas, then stirred at room temperature under a balloon atmosphere of H2. After 8 h, the reaction was flushed with nitrogen and filtered through celite to remove the catalyst, then concentrated in vacuo. The resulting brown oil was used without further purification.